From a dataset of the Open Reaction Database (ORD), a public repository of structured organic reaction records. describe an organic reaction: reactants, conditions, products, and yield Starting materials: CCOC(C)=O, O=C[O-], CC(C)O, O=C(O)C1(c2ccc(Cl)cc2)CCC1, [NH4+], O. Yields the product O=C(O)C1(c2ccccc2)CCC1. RXN SMILES: [CH3:19][CH2:20][O:21][C:22](=[O:23])[CH3:24].[CH:1]([O-:2])=[O:3].[CH:25]([OH:26])([CH3:27])[CH3:28].[Cl:5][c:6]1[cH:7][cH:8][c:9]([C:12]2([C:16](=[O:17])[OH:18])[CH2:13][CH2:14][CH2:15]2)[cH:10][cH:11]1.[NH4+:4].[OH2:29]>>[cH:6]1[cH:7][cH:8][c:9]([C:12]2([C:16](=[O:17])[OH:18])[CH2:13][CH2:14][CH2:15]2)[cH:10][cH:11]1. The reactants are CCCCc1c2c(nn1C(C)(C)C)c(N)nc1ccccc12, Cl, O. Product: CCCCc1[nH]nc2c(N)nc3ccccc3c12, Cl. RXN SMILES: [CH2:1]([CH2:2][CH2:3][CH3:4])[c:5]1[n:6]([C:19]([CH3:20])([CH3:21])[CH3:22])[n:7][c:8]2[c:9]([NH2:18])[n:10][c:11]3[cH:12][cH:13][cH:14][cH:15][c:16]3[c:17]12.[ClH:23].[OH2:24]>>[CH2:1]([CH2:2][CH2:3][CH3:4])[c:5]1[nH:6][n:7][c:8]2[c:9]([NH2:18])[n:10][c:11]3[cH:12][cH:13][cH:14][cH:15][c:16]3[c:17]12.[ClH:23]. The product is CS(=O)(=O)C(C)(C)C=1C=C2C=CC=NC2=C(C1)C1=CC(=CC=C1)C1=NC(=NO1)C (6-(1-Methanesulfonyl-1-methyl-ethyl)-8-[3-(3-methyl-[1,2,4]oxadiazol-5-yl)-phenyl]-quinoline). RXN SMILES: [CH3:1][S:2]([C:5]([C:8]1[CH:9]=[C:10]2[C:15](=[C:16]([C:18]3[CH:19]=[C:20]([CH:24]=[CH:25][CH:26]=3)[C:21]([OH:23])=O)[CH:17]=1)[N:14]=[CH:13][CH:12]=[CH:11]2)([CH3:7])[CH3:6])(=[O:4])=[O:3].C1N=CN(C(N2C=NC=C2)=O)C=1.O[NH:40][C:41](=[NH:43])[CH3:42]>CN(C=O)C.O>[CH3:1][S:2]([C:5]([C:8]1[CH:9]=[C:10]2[C:15](=[C:16]([C:18]3[CH:26]=[CH:25][CH:24]=[C:20]([C:21]4[O:23][N:43]=[C:41]([CH3:42])[N:40]=4)[CH:19]=3)[CH:17]=1)[N:14]=[CH:13][CH:12]=[CH:11]2)([CH3:6])[CH3:7])(=[O:4])=[O:3]. Starting materials: CS(=O)(=O)C(C)(C)C=1C=C2C=CC=NC2=C(C1)C=1C=C(C(=O)O)C=CC1 (3-[6-(1-Methanesulfonyl-1-methyl-ethyl)-quinolin-8-yl]-benzoic acid), C1=CN(C=N1)C(=O)N2C=CN=C2 (CDI), ONC(C)=N (N-hydroxy-acetamidine). The solvent is CN(C)C=O (DMF), O (water). Conditions: time 1 hour. Reported procedure: To a solution of-[6-(1-methanesulfonyl-1-methyl-ethyl)-quinolin-8-yl]-benzoic acid from Step 2 (1.0 eq.) in DMF (0.1M) was added CDI (2.0 eq.) and N-hydroxy-acetamidine (2.0 eq.). The mixture was stirred for 1 h at rt then 12 h at 120° C. The mixture was cooled, poured in water and extracted with EtOAc. The organic extract was washed with water (2×), brine, dried over Na2SO4, filtered and concentrated. Flash chromatography (Hex:EtOAc; 9:1 to 1:9 in 20 min) afforded the title compound as a white ... Reactants: Cl.NO (Hydroxylamine hydrochloride), C(#N)C=1C=C(C=O)C=CC1 (3-cyanobenzaldehyde), O (Water). Solvent: N1=CC=CC=C1 (pyridine), C(C)O (ethanol). Reaction conditions: time 14 hour. Product: C(#N)C=1C=C(C=NO)C=CC1 (3-cyanobenzaldehyde oxime). Yield: 68.8%. Reaction SMILES: Cl.[NH2:2][OH:3].[C:4]([C:6]1[CH:7]=[C:8]([CH:11]=[CH:12][CH:13]=1)[CH:9]=O)#[N:5].O>N1C=CC=CC=1.C(O)C>[C:4]([C:6]1[CH:7]=[C:8]([CH:11]=[CH:12][CH:13]=1)[CH:9]=[N:2][OH:3])#[N:5] |f:0.1|. Reported procedure: Hydroxylamine hydrochloride (13.5 g, 194 mmol) was added to a solution of 3-cyanobenzaldehyde (25 g, 191 mmol) in 75 mL of pyridine and 75 mL of ethanol under N2. This was allowed to stir at room temperature for 14 hours. Water (50 mL) was added with vigorous stirring and an off-white solid precipitated. The solid was filtered through a glass frit and washed with another 50 mL of water. Evaporation of residual water under high vacuum gave 19.2 g (69%) of title compound. 1H NMR (CDCl3) δ: 11.61 (... The reactants are O1CCC(=CC1)C=1C(=NC=C(C1)F)F (3-(3,6-dihydro-2H-pyran-4-yl)-2,5-difluoro-pyridine). Reagents/catalysts: [Pd] (Pd/C). Run in CO (MeOH). Reaction conditions: time 8 hour. The product is FC1=NC=C(C=C1C1CCOCC1)F (2,5-DIFLUORO-3-(TETRAHYDRO-PYRAN-4-YL)-PYRIDINE). Yield: 77.4%. RXN SMILES: [O:1]1[CH2:6][CH:5]=[C:4]([C:7]2[C:8]([F:14])=[N:9][CH:10]=[C:11]([F:13])[CH:12]=2)[CH2:3][CH2:2]1>CO.[Pd]>[F:14][C:8]1[C:7]([CH:4]2[CH2:3][CH2:2][O:1][CH2:6][CH2:5]2)=[CH:12][C:11]([F:13])=[CH:10][N:9]=1. Procedure details: To a solution of 3-(3,6-dihydro-2H-pyran-4-yl)-2,5-difluoro-pyridine (3.7 g, 18.8 mmol) in MeOH (40 mL) was added Pd/C (1.0 g). The reaction solution was stirred at RT overnight under H2 atmosphere until LCMS showed that the starting material was consumed completely. The mixture was filtered and the filtrate was concentrated to give the product (2.9 g, 78%). The reactants are C(C)OC(=O)C1(CCNCC1)CCOC (4-(2-methoxy-ethyl)-piperidine-4-carboxylic acid ethyl ester), C(C)(C)(C)CC(=O)Cl (tert-butyl acetyl chloride), FC(COC1=CC=C(C=N1)N)(F)F (6-(2,2,2-trifluoro-ethoxy)-pyridin-3-ylamine). The product is CC(CC(=O)N1CCC2(CCN(C2=O)C=2C=NC(=CC2)OCC(F)(F)F)CC1)(C)C (8-(3,3-Dimethyl-butyryl)-2-[6-(2,2,2-trifluoro-ethoxy)-pyridin-3-yl]-2,8-diaza-spiro[4.5]decan-1-one). Reaction SMILES: C(O[C:4]([C:6]1([CH2:12][CH2:13]OC)[CH2:11][CH2:10][NH:9][CH2:8][CH2:7]1)=[O:5])C.[C:16]([CH2:20][C:21](Cl)=[O:22])([CH3:19])([CH3:18])[CH3:17].[F:24][C:25]([F:36])([F:35])[CH2:26][O:27][C:28]1[N:33]=[CH:32][C:31]([NH2:34])=[CH:30][CH:29]=1>>[CH3:17][C:16]([CH3:19])([CH3:18])[CH2:20][C:21]([N:9]1[CH2:8][CH2:7][C:6]2([C:4](=[O:5])[N:34]([C:31]3[CH:32]=[N:33][C:28]([O:27][CH2:26][C:25]([F:36])([F:24])[F:35])=[CH:29][CH:30]=3)[CH2:13][CH2:12]2)[CH2:11][CH2:10]1)=[O:22]. Procedure: Brown crystalline solid. MS (ESI): 428.4 (MH+). This example was prepared in analogy to example 7 step A) to B) from 4-(2-methoxy-ethyl)-piperidine-4-carboxylic acid ethyl ester (example 1 step B)), tert-butyl acetyl chloride and 6-(2,2,2-trifluoro-ethoxy)-pyridin-3-ylamine. Reactants: BrC=1C=NC=CC1OC1=CC(=C(C=C1Cl)N)F (4-(3-bromopyridin-4-yloxy)-5-chloro-2-fluorobenzenamine), CN1N=CC(=C1)B1OC(C(O1)(C)C)(C)C (1-methyl-4-(4,4,5,5-tetramethyl-1,3,2-dioxaborolan-2-yl)-1H-pyrazole), COC=1C=CC=C(C1C=2C=CC=CC2P(C3CCCCC3)C4CCCCC4)OC (S-Phos), P(=O)([O-])([O-])[O-].[K+].[K+].[K+] (potassium phosphate). Reagents/catalysts: C=1C=CC(=CC1)/C=C/C(=O)/C=C/C2=CC=CC=C2.C=1C=CC(=CC1)/C=C/C(=O)/C=C/C2=CC=CC=C2.C=1C=CC(=CC1)/C=C/C(=O)/C=C/C2=CC=CC=C2.[Pd].[Pd] (Pd2(dba)3). Run in C(CCC)O (n-butanol). Run at temperature 100 celsius. Product: ClC=1C(=CC(=C(C1)N)F)OC1=C(C=NC=C1)C1=NN(C=C1)C (5-chloro-2-fluoro-4-(3-(1-methyl-1H-pyrazol-yl)pyridin-4-yloxy)benzenamine). The yield is 49.1%. As a reaction SMILES: Br[C:2]1[CH:3]=[N:4][CH:5]=[CH:6][C:7]=1[O:8][C:9]1[C:14]([Cl:15])=[CH:13][C:12]([NH2:16])=[C:11]([F:17])[CH:10]=1.[CH3:18][N:19]1[CH:23]=[C:22](B2OC(C)(C)C(C)(C)O2)[CH:21]=[N:20]1.COC1C=CC=C(OC)C=1C1C=CC=CC=1P(C1CCCCC1)C1CCCCC1.P([O-])([O-])([O-])=O.[K+].[K+].[K+]>C(O)CCC.C1C=CC(/C=C/C(/C=C/C2C=CC=CC=2)=O)=CC=1.C1C=CC(/C=C/C(/C=C/C2C=CC=CC=2)=O)=CC=1.C1C=CC(/C=C/C(/C=C/C2C=CC=CC=2)=O)=CC=1.[Pd].[Pd]>[Cl:15][C:14]1[C:9]([O:8][C:7]2[CH:6]=[CH:5][N:4]=[CH:3][C:2]=2[C:21]2[CH:22]=[CH:23][N:19]([CH3:18])[N:20]=2)=[CH:10][C:11]([F:17])=[C:12]([NH2:16])[CH:13]=1 |f:3.4.5.6,8.9.10.11.12|. Reported procedure: To a solution of 4-(3-bromopyridin-4-yloxy)-5-chloro-2-fluorobenzenamine, (0.300 g, 0.945 mmol) in n-butanol (5 mL) was added 1-methyl-4-(4,4,5,5-tetramethyl-1,3,2-dioxaborolan-2-yl)-1H-pyrazole (0.236 g, 1.134 mmol), S-Phos (0.078 g, 0.189 mmol), Pd2(dba)3 (0.087 g, 0.094 mmol) and potassium phosphate (0.602 g, 2.83 mmol). The resulting mixture was degassed and heated in a sealed tube at 100° C. for 20 h. The solvent from the reaction mixture was completely evaporated. The residue was stirred i... The reactants are NC=1C=CC(=C(C1)C(=O)C1=C(C=C(C=C1)NC1=C(C=C(C=C1)F)F)Cl)C ((5-Amino-2-methyl-phenyl)-[2-chloro-4-(2,4-difluoro-phenylamino)-phenyl]-methanone), compound 277, C(=O)([O-])[O-].[K+].[K+] (K2CO3), ClC(=O)OCC=C (allyl chloroformate). Run in C(Cl)Cl (CH2Cl2). Run at time 48 hour. Product: C(C=C)OC(NC1=CC(=C(C=C1)C)C(C1=C(C=C(C=C1)NC1=C(C=C(C=C1)F)F)Cl)=O)=O ({3-[2-Chloro-4-(2,4-difluoro-phenylamino)-benzoyl]-4-methyl-phenyl}-carbamic acid allyl ester). RXN SMILES: [NH2:1][C:2]1[CH:3]=[CH:4][C:5]([CH3:26])=[C:6]([C:8]([C:10]2[CH:15]=[CH:14][C:13]([NH:16][C:17]3[CH:22]=[CH:21][C:20]([F:23])=[CH:19][C:18]=3[F:24])=[CH:12][C:11]=2[Cl:25])=[O:9])[CH:7]=1.C([O-])([O-])=O.[K+].[K+].Cl[C:34]([O:36][CH2:37][CH:38]=[CH2:39])=[O:35]>C(Cl)Cl>[CH2:37]([O:36][C:34](=[O:35])[NH:1][C:2]1[CH:3]=[CH:4][C:5]([CH3:26])=[C:6]([C:8](=[O:9])[C:10]2[CH:15]=[CH:14][C:13]([NH:16][C:17]3[CH:22]=[CH:21][C:20]([F:23])=[CH:19][C:18]=3[F:24])=[CH:12][C:11]=2[Cl:25])[CH:7]=1)[CH:38]=[CH2:39] |f:1.2.3|. Procedure: Compound 494 (0.06 g, 0.16 mmol) was suspended in dry CH2Cl2 (1.5 mL) under an argon atmosphere in a screw cap vessel. K2CO3 (0.044 g, 0.32 mmol) was added followed by allyl chloroformate (0.034 mL, 0.032 mmol). The suspension was stirred for 48 h at room temperature. Work up as described in the preparation of compound 277. The crude product was purified by flash chromatography using a gradient of EtOAc/petroleum ether (40-60) 5:95→30:70 as the eluent. This afforded the title compound as yellow ... Reactants: OC(C(=O)OC)C=1C(=NC=2N(C1C1=CC=C(C=C1)C)N=C(C2)C2=CC=CC=C2)C (methyl 2-hydroxy-2-(5-methyl-2-phenyl-7-p-tolylpyrazolo[1,5-a]pyrimidin-6-yl)acetate), Cl(=O)(=O)(=O)O (perchloric acid). Solvent: C(C)(=O)OC(C)(C)C (tert-butyl acetate). Run at time 2 hour. Yields the product C(C)(C)(C)OC(C(=O)OC)C=1C(=NC=2N(C1C1=CC=C(C=C1)C)N=C(C2)C2=CC=CC=C2)C (Methyl 2-tert-butoxy-2-(5-methyl-2-phenyl-7-p-tolylpyrazolo[1,5-a]pyrimidin-6-yl)acetate). Reaction SMILES: [OH:1][CH:2]([C:7]1[C:8]([CH3:29])=[N:9][C:10]2[N:11]([N:20]=[C:21]([C:23]3[CH:28]=[CH:27][CH:26]=[CH:25][CH:24]=3)[CH:22]=2)[C:12]=1[C:13]1[CH:18]=[CH:17][C:16]([CH3:19])=[CH:15][CH:14]=1)[C:3]([O:5][CH3:6])=[O:4].Cl(O)(=O)(=O)=O>C(OC(C)(C)C)(=O)C>[C:7]([O:1][CH:2]([C:7]1[C:8]([CH3:29])=[N:9][C:10]2[N:11]([N:20]=[C:21]([C:23]3[CH:28]=[CH:27][CH:26]=[CH:25][CH:24]=3)[CH:22]=2)[C:12]=1[C:13]1[CH:14]=[CH:15][C:16]([CH3:19])=[CH:17][CH:18]=1)[C:3]([O:5][CH3:6])=[O:4])([CH3:8])([CH3:12])[CH3:2]. Procedure details: To a solution of methyl 2-hydroxy-2-(5-methyl-2-phenyl-7-p-tolylpyrazolo[1,5-a]pyrimidin-6-yl)acetate (6.20 mg, 0.016 mmol) in tert-butyl acetate (0.3 mL) at room temperature was added perchloric acid (0.008 mL, 0.128 mmol). The reaction mixture was stirred for 2 h at room temperature. The reaction mixture was quenched with water and diluted with ethyl acetate. The organic phase was washed with saturated NaHCO3 and dried over sodium sulfate. The solvent was evaporated to give the title compound....